This data is from the Open Reaction Database (ORD), a public repository of structured organic reaction records. The task is: describe an organic reaction: reactants, conditions, products, and yield The reactants are C(C=C(C)CCC=C(C)CCC=C(C)C)Br (farnesyl bromide), C1(C=2C(C(N1)=O)=CC=CC2)=O.[K] (potassium phthalimide). Run in CN(C=O)C (dimethyformamide). Reaction conditions: time 3 hour. Yields the product CC(=CCN1C(C2=CC=CC=C2C1=O)=O)CCC=C(CCC=C(C)C)C (2-(3,7,11-Trimethyl-2,6,10-dodecatrienyl)-1H-isoindole-1,3(2H)-dione). The yield is 84.1%. As a reaction SMILES: [CH2:1](Br)[CH:2]=[C:3]([CH2:5][CH2:6][CH:7]=[C:8]([CH2:10][CH2:11][CH:12]=[C:13]([CH3:15])[CH3:14])[CH3:9])[CH3:4].[C:17]1(=[O:27])[NH:21][C:20](=[O:22])[C:19]2=[CH:23][CH:24]=[CH:25][CH:26]=[C:18]12.[K]>CN(C)C=O>[CH3:4][C:3]([CH2:5][CH2:6][CH:7]=[C:8]([CH3:9])[CH2:10][CH2:11][CH:12]=[C:13]([CH3:15])[CH3:14])=[CH:2][CH2:1][N:21]1[C:17](=[O:27])[C:18]2[C:19](=[CH:23][CH:24]=[CH:25][CH:26]=2)[C:20]1=[O:22] |f:1.2,^1:27|. Procedure: A solution of 2.47 g of the above farnesyl bromide in 20 ml of dry dimethyformamide (DMF) at room temperature under argon was treated with 1.83 g (9.9 mmol, 1.1 eq.) of potassium phthalimide and stirred for 3 hours at room temperature. The solvent was removed under reduced pressure, the residue was triturated with 150 ml of ethyl ether, and the precipitate was filtered off. The ethereal solution was washed with 50 ml of H 0 and 50 ml of brine, dried over MgSO4 and evaporated to yield 2.96 g of c... Reactants: FC1=CC=C(C=C1)O (4-fluorophenol), P(=O)([O-])([O-])[O-].[K+].[K+].[K+] (potassium phosphate), [N+](=O)([O-])C=1C=C(C(=O)OC)C=C(C1)[N+](=O)[O-] (Methyl 3,5-dinitrobenzoate). The solvent is C(C)(=O)OCC (ethyl acetate), CN(C)C=O (DMF). Run at temperature 80 celsius, time 8 hour. The product is FC1=CC=C(OC=2C=C(C(=O)OC)C=C(C2)[N+](=O)[O-])C=C1 (Methyl 3-(4-fluorophenoxy)-5-nitrobenzoate). Isolated yield 79.1%. As a reaction SMILES: [N+]([C:4]1[CH:5]=[C:6]([CH:11]=[C:12]([N+:14]([O-:16])=[O:15])[CH:13]=1)[C:7]([O:9][CH3:10])=[O:8])([O-])=O.[F:17][C:18]1[CH:23]=[CH:22][C:21]([OH:24])=[CH:20][CH:19]=1.P([O-])([O-])([O-])=O.[K+].[K+].[K+]>CN(C=O)C.C(OCC)(=O)C>[F:17][C:18]1[CH:23]=[CH:22][C:21]([O:24][C:4]2[CH:5]=[C:6]([CH:11]=[C:12]([N+:14]([O-:16])=[O:15])[CH:13]=2)[C:7]([O:9][CH3:10])=[O:8])=[CH:20][CH:19]=1 |f:2.3.4.5|. Reported procedure: The compound prepared in Example 34 (4.73 g) was dissolved in DMF (40 mL), added with 4-fluorophenol (2.34 g) and potassium phosphate (5.32 g) and stirred overnight at 80° C. The reaction solution was diluted with ethyl acetate, sequentially washed with water and a saturated sodium chloride solution and dried over anhydrous magnesium sulphate before distillation of the solvent. The resulting residue was purified by silica gel chromatography (hexane:ethyl acetate=9:1→1:1) to give the titled compo... Starting materials: ClC1=CC=C(C=C1)S(=O)(=O)CC1=C(C=CC(=C1)F)F (2-[(4-chlorophenyl)sulfonylmethyl]-1,4-difluorobenzene), C1(=CC=CC=C1)CCO (2-phenylethyl alcohol), C(#N)C=P(CCCC)(CCCC)CCCC (cyanomethylenetri-n-butylphosphorane). Run in CCCCCC (hexane), C1(=CC=CC=C1)C (toluene), CCCCCC (hexane). The product is ClC1=CC=C(C=C1)S(=O)(=O)C(CCC1=CC=CC=C1)C1=C(C=CC(=C1)F)F (2-[1-(4-Chlorophenylsulfonyl)-3-phenylpropyl]-1,4-difluorobenzene). The yield is 74.5%. RXN SMILES: [Cl:1][C:2]1[CH:7]=[CH:6][C:5]([S:8]([CH2:11][C:12]2[CH:17]=[C:16]([F:18])[CH:15]=[CH:14][C:13]=2[F:19])(=[O:10])=[O:9])=[CH:4][CH:3]=1.[C:20]1([CH2:26][CH2:27]O)[CH:25]=[CH:24][CH:23]=[CH:22][CH:21]=1.C(C=P(CCCC)(CCCC)CCCC)#N>C1(C)C=CC=CC=1.CCCCCC>[Cl:1][C:2]1[CH:7]=[CH:6][C:5]([S:8]([CH:11]([C:12]2[CH:17]=[C:16]([F:18])[CH:15]=[CH:14][C:13]=2[F:19])[CH2:27][CH2:26][C:20]2[CH:25]=[CH:24][CH:23]=[CH:22][CH:21]=2)(=[O:10])=[O:9])=[CH:4][CH:3]=1. Procedure details: Under an argon atmosphere, the 2-[(4-chlorophenyl)sulfonylmethyl]-1,4-difluorobenzene (100 mg, 0.330 mmol) obtained in Example 5, and 2-phenylethyl alcohol (79.2 μl, 0.661 mmol) were dissolved in toluene (3 ml), followed by the addition of cyanomethylenetri-n-butylphosphorane (159 μl, 0.661 mmol). The resulting mixture was heated under reflux for 13 hours under an argon atmosphere. The reaction mixture was then concentrated. The residue thus obtained was subjected to flash chromatography on a si... Reactants: CC(C)(C)OC(=O)N1CC(NCc2ccc3c(n2)NC(=O)CO3)CCC1CCN1C(=O)COc2ccc(C#N)cc21, Cl, C1COCCO1, C1COCCO1. The product is N#Cc1ccc2c(c1)N(CCC1CCC(NCc3ccc4c(n3)NC(=O)CO4)CN1)C(=O)CO2. Reaction SMILES: [C:1]([O:2][C:3](=[O:4])[N:8]1[CH:9]([CH2:27][CH2:28][N:29]2[C:30](=[O:41])[CH2:31][O:32][c:33]3[c:34]2[cH:35][c:36]([C:39]#[N:40])[cH:37][cH:38]3)[CH2:10][CH2:11][CH:12]([NH:14][CH2:15][c:16]2[cH:17][cH:18][c:19]3[c:24]([n:25]2)[NH:23][C:22](=[O:26])[CH2:21][O:20]3)[CH2:13]1)([CH3:5])([CH3:6])[CH3:7].[ClH:42].[O:43]1[CH2:44][CH2:45][O:46][CH2:47][CH2:48]1.[O:49]1[CH2:50][CH2:51][O:52][CH2:53][CH2:54]1>>[NH:8]1[CH:9]([CH2:27][CH2:28][N:29]2[C:30](=[O:41])[CH2:31][O:32][c:33]3[c:34]2[cH:35][c:36]([C:39]#[N:40])[cH:37][cH:38]3)[CH2:10][CH2:11][CH:12]([NH:14][CH2:15][c:16]2[cH:17][cH:18][c:19]3[c:24]([n:25]2)[NH:23][C:22](=[O:26])[CH2:21][O:20]3)[CH2:13]1.